Dataset: the Open Reaction Database (ORD), a public repository of structured organic reaction records. Task: describe an organic reaction: reactants, conditions, products, and yield The reactants are C(C)(=O)O (acetic acid), N[C@@](CO[C@H]1[C@@H](C[C@@]23COC[C@@]1([C@@H]2CC[C@@H]2[C@]1(CC[C@]([C@H]([C@@]1(CC=C23)C)C(=O)O)(C)[C@@H](C(C)C)C)C)C)N2N=CN=C2C2=CC=C(C=C2)C#N)(C(C)(C)C)C ((1S,4aR,6aS,7R,8R,10aR,10bR,12aR,14R,15R)-15-[[(2R)-2-amino-2,3,3-trimethylbutyl]oxy]-14-[5-(4-cyanophenyl)-1H-1,2,4-triazol-1-yl]-8-[(1R)-1,2-dimethylpropyl]-1,6,6a,7,8,9,10,10a,10b,11,12,12a-dodecahydro-1,6a,8,10a-tetramethyl-4H-1,4a-propano-2H-phenanthro[1,2-c]pyran-7-carboxylic acid). Reagents/catalysts: [OH-].[OH-].[Pd+2] (Palladium hydroxide on carbon). Solvent: CO (methanol), CO (methanol). Conditions: time 6 hour. Product: NCC1=CC=C(C=C1)C1=NC=NN1[C@H]1[C@@H]([C@]2([C@H]3[C@@](COC2)(C2=CC[C@]4([C@@H]([C@@](CC[C@@]4([C@H]2CC3)C)(C)[C@@H](C(C)C)C)C(=O)O)C)C1)C)OC[C@](C(C)(C)C)(C)N ((1S,4aR,6aS,7R,8R,10aR,10bR,12aR,14R,15R)-14-[5-[4-(aminomethyl)phenyl]-1H-1,2,4-triazol-1-yl]-15-[[(2R)-2-amino-2,3,3-trimethylbutyl]oxy]-8-[(1R)-1,2-dimethylpropyl]-1,6,6a,7,8,9,10,10a,10b,11,12,12a-dodecahydro-1,6a,8,10a-tetramethyl-4H-1,4a-propano-2H-phenanthro[1,2-c]pyran-7-carboxylic acid). Yield: 77.8%. Reaction SMILES: C(O)(=O)C.[NH2:5][C@:6]([CH3:59])([C:55]([CH3:58])([CH3:57])[CH3:56])[CH2:7][O:8][C@@H:9]1[C@@:16]2([CH3:41])[C@@H:17]3[CH2:18][CH2:19][C@H:20]4[C:29]([C@@:12]3([CH2:13][O:14][CH2:15]2)[CH2:11][C@H:10]1[N:42]1[C:46]([C:47]2[CH:52]=[CH:51][C:50]([C:53]#[N:54])=[CH:49][CH:48]=2)=[N:45][CH:44]=[N:43]1)=[CH:28][CH2:27][C@:26]1([CH3:30])[C@:21]4([CH3:40])[CH2:22][CH2:23][C@@:24]([C@H:35]([CH3:39])[CH:36]([CH3:38])[CH3:37])([CH3:34])[C@H:25]1[C:31]([OH:33])=[O:32]>CO.[OH-].[OH-].[Pd+2]>[NH2:54][CH2:53][C:50]1[CH:49]=[CH:48][C:47]([C:46]2[N:42]([C@@H:10]3[CH2:11][C@:12]45[C:29]6[C@H:20]([CH2:19][CH2:18][C@H:17]4[C@@:16]([CH3:41])([CH2:15][O:14][CH2:13]5)[C@H:9]3[O:8][CH2:7][C@@:6]([NH2:5])([CH3:59])[C:55]([CH3:56])([CH3:58])[CH3:57])[C@:21]3([CH3:40])[C@:26]([CH3:30])([C@H:25]([C:31]([OH:33])=[O:32])[C@:24]([C@H:35]([CH3:39])[CH:36]([CH3:38])[CH3:37])([CH3:34])[CH2:23][CH2:22]3)[CH2:27][CH:28]=6)[N:43]=[CH:44][N:45]=2)=[CH:52][CH:51]=1 |f:3.4.5|. Procedure: Palladium hydroxide on carbon (10.6 mg, 0.015 mmol) and acetic acid (17 μl, 0.297 mmol) were added to a stirred solution of (1S,4aR,6aS,7R,8R,10aR,10bR,12aR,14R,15R)-15-[[(2R)-2-amino-2,3,3-trimethylbutyl]oxy]-14-[5-(4-cyanophenyl)-1H-1,2,4-triazol-1-yl]-8-[(1R)-1,2-dimethylpropyl]-1,6,6a,7,8,9,10,10a,10b,11,12,12a-dodecahydro-1,6a,8,10a-tetramethyl-4H-1,4a-propano-2H-phenanthro[1,2-c]pyran-7-carboxylic acid (Example 168, 52.5 mg, 0.060 mmol) in methanol (3.0 ml). The reaction mixture was degass... The reactants are NCC(C)O ((RS)-1-amino-2-propanol), O=CCC1C(C2=CC(=CC=C2C1)Cl)=O ((RS)-2-(2-oxoethyl)-6-chlor-1-indanone), O (water). The reagents and catalysts are C1(=CC=C(C=C1)S(=O)(=O)O)C (p-toluenesulfonic acid). Run in C1(=CC=CC=C1)C (toluene), C1(=CC=CC=C1)C (toluene). Conditions: time 35 minute. Yields the product ClC=1C=C2CC3=C(N(C=C3)CC(C)O)C2=CC1 ((RS)-1-(6-chloro-1,4-dihydro-indeno[1,2-b]pyrrol-1-yl)-propan-2-ol). The yield is 80.0%. RXN SMILES: O=[CH:2][CH2:3][CH:4]1[CH2:12][C:11]2[C:6](=[CH:7][C:8]([Cl:13])=[CH:9][CH:10]=2)[C:5]1=O.O.[NH2:16][CH2:17][CH:18]([OH:20])[CH3:19]>C1(C)C=CC=CC=1.C1(C)C=CC(S(O)(=O)=O)=CC=1>[Cl:13][C:8]1[CH:7]=[C:6]2[C:11](=[CH:10][CH:9]=1)[C:12]1[N:16]([CH2:17][CH:18]([OH:20])[CH3:19])[CH:2]=[CH:3][C:4]=1[CH2:5]2. Procedure details: A solution of 2 g of (RS)-2-(2-oxoethyl)-6-chlor-1-indanone and 100 mg of p-toluenesulfonic acid in 90 ml of anhydrous toluene was heated on a water separator. A solution of 2.88 g of (RS)-1-amino-2-propanol in 20 ml of anhydrous toluene was added dropwise to the boiling solution over a period of 5 minutes. Subsequently, the mixture was boiled for an additional 35 minutes, during which the solvent was reduced to a volume of 30 ml. The cooled reaction mixture was purified by column chromatography... Reactants: C(C)OC(C(C(=O)C=1C=NC(=NC1)SC)N(C(C1=CC=C(C=C1)OC(F)(F)F)=O)C1CC1)=O (2-[cyclopropyl-(4-trifluoromethoxy-benzoyl)-amino]-3-(2-methylsulfanyl-pyrimidin-5-yl)-3-oxo-propionic acid ethyl ester), intermediate 8B, FC(C(=O)[O-])(F)F.[NH4+] (ammonium trifluoroacetate). Product: C(C)OC(=O)C=1N(C(=NC1C=1C=NC(=NC1)SC)C1=CC=C(C=C1)OC(F)(F)F)C1CC1 (3-Cyclopropyl-5-(2-methylsulfanyl-pyrimidin-5-yl)-2-(4-trifluoromethoxy-phenyl)-3H-imidazole-4-carboxylic acid ethyl ester). As a reaction SMILES: [CH2:1]([O:3][C:4](=[O:33])[CH:5]([N:16]([CH:30]1[CH2:32][CH2:31]1)[C:17](=O)[C:18]1[CH:23]=[CH:22][C:21]([O:24][C:25]([F:28])([F:27])[F:26])=[CH:20][CH:19]=1)[C:6]([C:8]1[CH:9]=[N:10][C:11]([S:14][CH3:15])=[N:12][CH:13]=1)=O)[CH3:2].FC(F)(F)C([O-])=O.[NH4+:41]>>[CH2:1]([O:3][C:4]([C:5]1[N:16]([CH:30]2[CH2:31][CH2:32]2)[C:17]([C:18]2[CH:19]=[CH:20][C:21]([O:24][C:25]([F:26])([F:28])[F:27])=[CH:22][CH:23]=2)=[N:41][C:6]=1[C:8]1[CH:9]=[N:10][C:11]([S:14][CH3:15])=[N:12][CH:13]=1)=[O:33])[CH3:2] |f:1.2|. Procedure: The title compound was prepared from 2-[cyclopropyl-(4-trifluoromethoxy-benzoyl)-amino]-3-(2-methylsulfanyl-pyrimidin-5-yl)-3-oxo-propionic acid ethyl ester in direct analogy to intermediate 8B, by reaction with ammonium trifluoroacetate. MS: 465.1 (MH+). The reactants are [Al](C)(C)C (Al(Me)3), C(C)OC(=O)C1=NC(=CC=C1NC=1C=NC=CC1)C1CC1 (6-Cyclopropyl-3-(pyridin-3-ylamino)-pyridine-2-carboxylic acid ethyl ester), NC=1SC=C(N1)C (2-Amino-4-methyl-thiazole). Yields the product CC=1N=C(SC1)NC(=O)C1=NC(=CC=C1NC=1C=NC=CC1)C1CC1 (6-Cyclopropyl-3-(pyridin-3-ylamino)-pyridine-2-carboxylic acid (4-methyl-thiazol-2-yl)-amide). As a reaction SMILES: [Al](C)(C)C.C(O[C:8]([C:10]1[C:15]([NH:16][C:17]2[CH:18]=[N:19][CH:20]=[CH:21][CH:22]=2)=[CH:14][CH:13]=[C:12]([CH:23]2[CH2:25][CH2:24]2)[N:11]=1)=[O:9])C.[NH2:26][C:27]1[S:28][CH:29]=[C:30]([CH3:32])[N:31]=1>>[CH3:32][C:30]1[N:31]=[C:27]([NH:26][C:8]([C:10]2[C:15]([NH:16][C:17]3[CH:18]=[N:19][CH:20]=[CH:21][CH:22]=3)=[CH:14][CH:13]=[C:12]([CH:23]3[CH2:24][CH2:25]3)[N:11]=2)=[O:9])[S:28][CH:29]=1. Reported procedure: The Al(Me)3-catalyzed reaction of 6-Cyclopropyl-3-(pyridin-3-ylamino)-pyridine-2-carboxylic acid ethyl ester and 2-Amino-4-methyl-thiazole in accordance with the general method of Example 78, step 2 yielded the title compound as a yellow cristalline solid, MS (ISP): m/e=352.1 (M+H+). Reactants: CCC1C(=O)N(C)c2cnc(-n3ccnc3Br)nc2N1C1CCCC1, CNC1CCCCC1NC, [Cu]I, [K+], [K+], O=C([O-])[O-], O=C1NCCO1, C1COCCO1. Product: CCC1C(=O)N(C)c2cnc(-n3ccnc3N3CCOC3=O)nc2N1C1CCCC1. As a reaction SMILES: [Br:1][c:2]1[n:3](-[c:7]2[n:8][c:9]3[c:14]([cH:15][n:16]2)[N:13]([CH3:17])[C:12](=[O:18])[CH:11]([CH2:19][CH3:20])[N:10]3[CH:21]2[CH2:22][CH2:23][CH2:24][CH2:25]2)[cH:4][cH:5][n:6]1.[CH3:32][NH:33][CH:34]1[CH2:35][CH2:36][CH2:37][CH2:38][CH:39]1[NH:40][CH3:41].[Cu:54][I:55].[K+:42].[K+:43].[O-:44][C:45]([O-:46])=[O:47].[O:26]1[C:27](=[O:31])[NH:28][CH2:29][CH2:30]1.[O:48]1[CH2:49][CH2:50][O:51][CH2:52][CH2:53]1>>[c:2]1([N:28]2[C:27](=[O:31])[O:26][CH2:30][CH2:29]2)[n:3](-[c:7]2[n:8][c:9]3[c:14]([cH:15][n:16]2)[N:13]([CH3:17])[C:12](=[O:18])[CH:11]([CH2:19][CH3:20])[N:10]3[CH:21]2[CH2:22][CH2:23][CH2:24][CH2:25]2)[cH:4][cH:5][n:6]1. Reactants: BrC1=CC(=CNC1=O)C(=O)O (5-bromo-6-oxo-1,6-dihydropyridine-3-carboxylic acid), 2-(1H-benzo[d][1,2,3]triazol-1-yl)-1,1,3,3-tetramethyluronium hexafluorophosphate(V), CN1CCNCC1 (1-methylpiperazine). The solvent is CN(C)C=O (DMF). Conditions: time 2 hour. Yields the product BrC=1C(NC=C(C1)C(=O)N1CCN(CC1)C)=O (3-bromo-5-(4-methylpiperazine-1-carbonyl)pyridin-2(1H)-one). RXN SMILES: [Br:1][C:2]1[C:7](=[O:8])[NH:6][CH:5]=[C:4]([C:9]([OH:11])=O)[CH:3]=1.[CH3:12][N:13]1[CH2:18][CH2:17][NH:16][CH2:15][CH2:14]1>CN(C=O)C>[Br:1][C:2]1[C:7](=[O:8])[NH:6][CH:5]=[C:4]([C:9]([N:16]2[CH2:17][CH2:18][N:13]([CH3:12])[CH2:14][CH2:15]2)=[O:11])[CH:3]=1. Procedure details: To a mixture of 5-bromo-6-oxo-1,6-dihydropyridine-3-carboxylic acid (500 mg, 2.294 mmol) and 2-(1H-benzo[d][1,2,3]triazol-1-yl)-1,1,3,3-tetramethyluronium hexafluorophosphate(V) (1044 mg, 2.75 mmol) in DMF (6 mL) was added 1-methylpiperazine (0.382 mL, 3.44 mmol). The mixture was stirred at room temperature for 2 hours and was purified via preparative HPLC, eluting with a gradient of 10-50% ACN (containing 0.035% TFA) in H2O (containing 0.05% TFA). The product-containing fractions were dried und...